This data is from the Open Reaction Database (ORD), a public repository of structured organic reaction records. The task is: describe an organic reaction: reactants, conditions, products, and yield Reactants: IC (iodomethane), CS(=O)(=O)NC1C=2C=CC=C(C2CC(C1)(C)C)C(=O)OC (methyl 5-methanesulfonylamino-7,7-dimethyl-5,6,7,8-tetrahydro-1-naphthalenecarboxylate), [H-].[Na+] (sodium hydride). The solvent is CN(C)C=O (DMF), CN(C)C=O (DMF). Reaction conditions: time 1 hour. Yields the product CS(=O)(=O)N(C1C=2C=CC=C(C2CC(C1)(C)C)C(=O)OC)C (methyl 5-(methanesulfonyl-methyl-amino)-7,7-dimethyl-5,6,7,8-tetrahydronaphthalene-1-carboxylate). Isolated yield 96.0%. Reaction SMILES: [CH3:1][S:2]([NH:5][CH:6]1[CH2:15][C:14]([CH3:17])([CH3:16])[CH2:13][C:12]2[C:11]([C:18]([O:20][CH3:21])=[O:19])=[CH:10][CH:9]=[CH:8][C:7]1=2)(=[O:4])=[O:3].[H-].[Na+].I[CH3:25]>CN(C=O)C>[CH3:1][S:2]([N:5]([CH3:25])[CH:6]1[CH2:15][C:14]([CH3:17])([CH3:16])[CH2:13][C:12]2[C:11]([C:18]([O:20][CH3:21])=[O:19])=[CH:10][CH:9]=[CH:8][C:7]1=2)(=[O:4])=[O:3] |f:1.2|. Reported procedure: A solution of 0.5 g (1.6 mmol) of methyl 5-methanesulfonylamino-7,7-dimethyl-5,6,7,8-tetrahydro-1-naphthalenecarboxylate in 5 ml of DMF was added dropwise to a suspension of 0.05 g (1.8 mmol) of 80 percent sodium hydride in 4 ml of DMF. After stirring at room temperature for 1 hr., 0.23 g (1.6 mmol) of iodomethane was added and the mixture was stirred at room temperature for 4 h. The reaction mixture was completely concentrated in vacuo and the residue was then taken up in EA and water and the o...